From a dataset of the Open Reaction Database (ORD), a public repository of structured organic reaction records. describe an organic reaction: reactants, conditions, products, and yield Reaction SMILES: [CH3:1][O:2][c:3]1[cH:4][cH:5][c:6](-[c:9]2[n:10][nH:11][c:12]3[c:13]([CH3:18])[cH:14][cH:15][cH:16][c:17]23)[cH:7][cH:8]1.[H-:19].[I:21][CH2:22][CH2:23][CH3:24].[Na+:20]>>[CH3:1][O:2][c:3]1[cH:4][cH:5][c:6](-[c:9]2[n:10][n:11]([CH2:22][CH2:23][CH3:24])[c:12]3[c:13]([CH3:18])[cH:14][cH:15][cH:16][c:17]23)[cH:7][cH:8]1. Yields the product CCCn1nc(-c2ccc(OC)cc2)c2cccc(C)c21. Starting materials: COc1ccc(-c2n[nH]c3c(C)cccc23)cc1, [H-], CCCI, [Na+]. Reactants: C(C)OC(NNC(C(C)OC1=CC=C(C=C1)OC1=CC=C(C=C1)Cl)=O)=S (3-[2-[4-(4-chlorophenoxy)phenoxy]-propionyl]-thiocarbazic acid-O-ethyl ester), ice. Run in S(O)(O)(=O)=O (sulfuric acid). Yields the product C(C)OC=1SC(=NN1)C(C)OC1=CC=C(C=C1)OC1=CC=C(C=C1)Cl (2-ethoxy-5-[1-[4-(4-chlorophenoxy)phenoxy]-ethyl]-1,3,4-thiadiazole). The yield is 52.4%. RXN SMILES: [CH2:1]([O:3][C:4](=[S:26])[NH:5][NH:6][C:7](=O)[CH:8]([O:10][C:11]1[CH:16]=[CH:15][C:14]([O:17][C:18]2[CH:23]=[CH:22][C:21]([Cl:24])=[CH:20][CH:19]=2)=[CH:13][CH:12]=1)[CH3:9])[CH3:2]>S(=O)(=O)(O)O>[CH2:1]([O:3][C:4]1[S:26][C:7]([CH:8]([O:10][C:11]2[CH:16]=[CH:15][C:14]([O:17][C:18]3[CH:23]=[CH:22][C:21]([Cl:24])=[CH:20][CH:19]=3)=[CH:13][CH:12]=2)[CH3:9])=[N:6][N:5]=1)[CH3:2]. Reported procedure: To 10 ml of concentrated sulfuric acid cooled to -5° C. was added, with stirring, 2.0 g of 3-[2-[4-(4-chlorophenoxy)phenoxy]-propionyl]-thiocarbazic acid-O-ethyl ester gradually. After stirring at the same temperature for 10 minutes, the reaction mixture was poured over 100 g of ice followed by extracting with ethyl acetate. The resulting ethyl acetate layer was washed with water, dried over anhydrous sodium sulfate, and concentrated. The residue was purified by chromatography on silica gel to o... Starting materials: [H][H] (hydrogen), OC(COC=1C=C(C=CC1)C)C=1C=C(C(=O)NC2(CC3=CC=CC=C3C2)C(=O)O)C=CC1OC (2-[3-(1-Hydroxy-2-m-tolyloxy-ethyl)-4-methoxy-benzoylamino]-indane-2-carboxylic acid), solution, Cl (hydrogen chloride). Reagents/catalysts: [Pd] (palladium on charcoal). Solvent: C(C)O (ethanol), CO (methanol). Product: COC1=C(C=C(C(=O)NC2(CC3=CC=CC=C3C2)C(=O)O)C=C1)CCOC=1C=C(C=CC1)C (2-[4-Methoxy-3-(2-m-tolyloxy-ethyl)-benzoylamino]-indane-2-carboxylic acid). RXN SMILES: O[CH:2]([C:12]1[CH:13]=[C:14]([CH:30]=[CH:31][C:32]=1[O:33][CH3:34])[C:15]([NH:17][C:18]1([C:27]([OH:29])=[O:28])[CH2:26][C:25]2[C:20](=[CH:21][CH:22]=[CH:23][CH:24]=2)[CH2:19]1)=[O:16])[CH2:3][O:4][C:5]1[CH:6]=[C:7]([CH3:11])[CH:8]=[CH:9][CH:10]=1.Cl.[H][H]>C(O)C.CO.[Pd]>[CH3:34][O:33][C:32]1[CH:31]=[CH:30][C:14]([C:15]([NH:17][C:18]2([C:27]([OH:29])=[O:28])[CH2:19][C:20]3[C:25](=[CH:24][CH:23]=[CH:22][CH:21]=3)[CH2:26]2)=[O:16])=[CH:13][C:12]=1[CH2:2][CH2:3][O:4][C:5]1[CH:6]=[C:7]([CH3:11])[CH:8]=[CH:9][CH:10]=1. Procedure details: The compound of example 114 (20 mg, 0.043 mmol) was dissolved in ethanol (2 ml), a 0.5 M solution of hydrogen chloride in methanol (0.2 ml) was added and the mixture was hydrogenated overnight in the presence of palladium on charcoal (10%) at room temperature at a hydrogen pressure of 5 bar (complete conversion of the starting compound). After filtration over a small plug of silica gel and evaporation, the residue was purified by preparative RP HPLC (water/ACN gradient). Reaction SMILES: [N:1]1[CH:6]=[CH:5][C:4]([C:7]2[N:11]([C:12]3[CH:29]=[CH:28][C:15]([O:16][CH2:17][C:18]4[CH:27]=[CH:26][C:25]5[C:20](=[CH:21][CH:22]=[CH:23][CH:24]=5)[N:19]=4)=[CH:14][CH:13]=3)[N:10]=[CH:9][N:8]=2)=[CH:3][CH:2]=1.[CH3:30]OC(OC)(N(C)C)C>>[CH3:30][C:9]1[N:8]=[C:7]([C:4]2[CH:5]=[CH:6][N:1]=[CH:2][CH:3]=2)[N:11]([C:12]2[CH:13]=[CH:14][C:15]([O:16][CH2:17][C:18]3[CH:27]=[CH:26][C:25]4[C:20](=[CH:21][CH:22]=[CH:23][CH:24]=4)[N:19]=3)=[CH:28][CH:29]=2)[N:10]=1. Reported procedure: Following the procedure for the preparation of 2-[4-(5-Pyridin-4-yl-[1,2,4]triazol-1-yl)-phenoxymethyl]-quinoline but substituting N,N-dimethylacetamide dimethyl acetal provided the title compound. 1H NMR (400 MHz, CDCl3) δ 8.58 (d, J=6.2 Hz, 2 H), 8.22 (d, J=8.3 Hz, 1 H), 8.08 (d, J=8.3 Hz, 1H), 7.84 (d, J=7.7 Hz, 1H), 7.74 (m, 1 H), 7.65 (d, J=8.3 Hz, 1 H), 7.56 (m, 1 H), 7.36 (d, J=6.2 Hz, 2 H), 7.25 (d, J=9.1 Hz, 2H), 7.09 (d, J=8.7 Hz, 2H), 5.41 (s, 2H), 2.48 (s, 3H); MS: (M+H m/z=394.4). The product is CC1=NN(C(=N1)C1=CC=NC=C1)C1=CC=C(OCC2=NC3=CC=CC=C3C=C2)C=C1 (2-[4-(3-Methyl-5-pyridin-4-yl-[1,2,4]triazol-1-yl)-phenoxymethyl]-quinoline). Reactants: N1=CC=C(C=C1)C1=NC=NN1C1=CC=C(OCC2=NC3=CC=CC=C3C=C2)C=C1 (2-[4-(5-Pyridin-4-yl-[1,2,4]triazol-1-yl)-phenoxymethyl]-quinoline), COC(C)(N(C)C)OC (N,N-dimethylacetamide dimethyl acetal). The reactants are C(C)OC(=O)C1=C(C2=C(C=N1)N=C(S2)C2=C(C=CC=C2)OC)O (7-hydroxy-2-(2-methoxy-phenyl)-thiazolo[4,5-c]pyridine-6-carboxylic acid ethyl ester), NCC(=O)O (glycine), C[O-].[Na+].CO (sodium methoxide methanol). The product is OC=1C2=C(C=NC1C(=O)NCC(=O)O)N=C(S2)C2=C(C=CC=C2)OC ({[7-Hydroxy-2-(2-methoxy-phenyl)-thiazolo[4,5-c]pyridine-6-carbonyl]-amino}-acetic acid). Yield: 72.7%. Reaction SMILES: C(O[C:4]([C:6]1[N:11]=[CH:10][C:9]2[N:12]=[C:13]([C:15]3[CH:20]=[CH:19][CH:18]=[CH:17][C:16]=3[O:21][CH3:22])[S:14][C:8]=2[C:7]=1[OH:23])=[O:5])C.[NH2:24][CH2:25][C:26]([OH:28])=[O:27].C[O-].[Na+].CO>>[OH:23][C:7]1[C:8]2[S:14][C:13]([C:15]3[CH:20]=[CH:19][CH:18]=[CH:17][C:16]=3[O:21][CH3:22])=[N:12][C:9]=2[CH:10]=[N:11][C:6]=1[C:4]([NH:24][CH2:25][C:26]([OH:28])=[O:27])=[O:5] |f:2.3.4|. Procedure: A mixture of 7-hydroxy-2-(2-methoxy-phenyl)-thiazolo[4,5-c]pyridine-6-carboxylic acid ethyl ester (120 mg, 0.36 mmole) and glycine (546 mg, 7.27 mmole) in 0.5 M sodium methoxide/methanol (13.8 ml, 6.91 mmole) was refluxed for 3 days before it was cooled to room temperature and concentrated in vacuo. The residue was dissolved in water (25 ml) and extracted with methyl tert-butyl ether (2×25 ml). The remaining aqueous layer was acidified to pH=3 with 1N HCl (9 ml). The resulting jelly was extracte... The reactants are CN1CCCC1CO, COc1cc([N+](=O)[O-])ccc1Cl, [H-], [Na+], CN(C)C=O. Yields the product COc1cc([N+](=O)[O-])ccc1OCC1CCCN1C. Reaction SMILES: [CH3:1][N:2]1[CH:3]([CH2:7][OH:8])[CH2:4][CH2:5][CH2:6]1.[Cl:11][c:12]1[c:13]([O:21][CH3:22])[cH:14][c:15]([N+:18](=[O:19])[O-:20])[cH:16][cH:17]1.[H-:10].[Na+:9].[O:23]=[CH:24][N:25]([CH3:26])[CH3:27]>>[CH3:1][N:2]1[CH:3]([CH2:7][O:8][c:12]2[c:13]([O:21][CH3:22])[cH:14][c:15]([N+:18](=[O:19])[O-:20])[cH:16][cH:17]2)[CH2:4][CH2:5][CH2:6]1. Starting materials: C1CCOC1, CC#N, O=C(Cl)Oc1ccccc1, c1ccncc1, Nc1cnc2[nH]ccc2c1. Product: O=C(Nc1cnc2[nH]ccc2c1)Oc1ccccc1. Reaction SMILES: [CH2:27]1[O:28][CH2:29][CH2:30][CH2:31]1.[CH3:32][C:33]#[N:34].[Cl:17][C:18](=[O:19])[O:20][c:21]1[cH:22][cH:23][cH:24][cH:25][cH:26]1.[cH:11]1[cH:12][cH:13][n:14][cH:15][cH:16]1.[nH:1]1[cH:2][cH:3][c:4]2[c:5]1[n:6][cH:7][c:8]([NH2:10])[cH:9]2>>[nH:1]1[cH:2][cH:3][c:4]2[c:5]1[n:6][cH:7][c:8]([NH:10][C:18](=[O:19])[O:20][c:21]1[cH:22][cH:23][cH:24][cH:25][cH:26]1)[cH:9]2. Starting materials: CCC1=C2C(=CC3=C(N2)C4=CC5=C(COC(=O)[C@@]5(CC)O)C(=O)N4C3)C(=O)C=C1 (7-Ethyl-10-hydroxycamptothecin), C(Cl)Cl (methylene dichloride), C(C)(=O)N (acetamide), N1=CC=CC=C1 (pyridine), C(Cl)Cl (methylene dichloride). The solvent is C(C)N(CC)CC (triethylamine). Run at temperature 35 celsius, time 2 hour. Product: N1(CCCCC1)C1CCN(CC1)C(=O)Cl ([1,4′]bipiperidinyl-1′-carbonyl chloride). As a reaction SMILES: CCC1C=CC(=O)[C:5]2=C[C:7]3[CH2:25][N:24]4[C:10](=[CH:11][C:12]5[C@@](O)(CC)C(=O)OC[C:13]=5[C:22]4=O)[C:8]=3[NH:9][C:4]=12.[CH2:30]([Cl:32])Cl.C(N)(=[O:35])C.N1C=CC=CC=1>C(N(CC)CC)C>[N:24]1([CH:25]2[CH2:5][CH2:4][N:9]([C:30]([Cl:32])=[O:35])[CH2:8][CH2:7]2)[CH2:22][CH2:13][CH2:12][CH2:11][CH2:10]1. Reported procedure: In a suitable vessel were charged 7-Ethyl-10-hydroxycamptothecin (20 g), methylene dichloride, acetamide (3 gm) and pyridine (60 ml) under nitrogen atmosphere. A solution of [1,4′]bipiperidinyl-1′-carbonyl chloride (17.6 g), methylene dichloride and triethylamine (20 ml) was prepared and added to the above suspension and stirred at 30-40° C. for 2 hours. The solvent was distilled out under reduced pressure at 50° C. and hexane was added under stirring as an antisolvent to isolate crystalline com...